This data is from the Open Reaction Database (ORD), a public repository of structured organic reaction records. The task is: describe an organic reaction: reactants, conditions, products, and yield The reactants are [OH-].[Na+] (caustic soda), S(=O)(=O)(OC)OC (dimethyl sulfate), S(O)(O)(=O)=O (sulfuric acid), ice, [OH-].[Na+] (caustic soda), NC1=CC(=C(C=C1)S(=O)(=O)O)N (1,3-diaminobenzene-4-sulfonic acid). Solvent: C(=O)O (formic acid), O (water). Conditions: temperature 30 celsius, time 30 minute. The product is CNC=1C=C(N)C=CC1S(=O)(=O)O (3-(N-methylamino)aniline-4-sulfonic acid). RXN SMILES: [NH2:1][C:2]1[CH:7]=[CH:6][C:5]([S:8]([OH:11])(=[O:10])=[O:9])=[C:4]([NH2:12])[CH:3]=1.[OH-].[Na+].S(OC)(O[CH3:19])(=O)=O.S(=O)(=O)(O)O>C(O)=O.O>[CH3:19][NH:12][C:4]1[CH:3]=[C:2]([CH:7]=[CH:6][C:5]=1[S:8]([OH:11])(=[O:9])=[O:10])[NH2:1] |f:1.2|. Reported procedure: 97 g of 1,3-diaminobenzene-4-sulfonic acid were stirred with 250 ml of water and, after the addition of 38 ml of 98% w/w formic acid, boiled at 95°-100° C. The mixture was then cooled to 30° C., and 65 g of ice were added, the pH being adjusted to 6.5 to 7.0 with 60.5 ml of 50% w/w caustic soda solution. There were then added 45 ml of 50% w/w caustic soda solution and 70 ml of dimethyl sulfate, and stirring was continued for 30 minutes. The mixture was then acidified with 43 ml of 96% w/w sulfur... Reactants: Fc1ccccc1CBr, CCOC(=O)C(C)(C)CSc1cnc(N)s1, CC1CCC(N(CCOCc2ccccc2Cl)C(=O)Nc2ncc(SCC(C)(C)C(=O)O)s2)CC1. Reaction SMILES: [Br:36][CH2:37][c:38]1[cH:39][cH:40][cH:41][cH:42][c:43]1[F:44].[CH2:45]([O:46][C:47](=[O:48])[C:49]([CH3:50])([CH3:51])[CH2:52][S:53][c:54]1[s:55][c:56]([NH2:57])[n:58][cH:59]1)[CH3:60].[Cl:1][c:2]1[c:3]([CH2:4][O:5][CH2:6][CH2:7][N:8]([C:9]([NH:10][c:11]2[s:12][c:13]([S:16][CH2:17][C:18]([C:19](=[O:20])[OH:21])([CH3:22])[CH3:23])[cH:14][n:15]2)=[O:24])[CH:25]2[CH2:26][CH2:27][CH:28]([CH3:31])[CH2:29][CH2:30]2)[cH:32][cH:33][cH:34][cH:35]1>>[c:2]1([F:44])[c:3]([CH2:4][O:5][CH2:6][CH2:7][N:8]([C:9]([NH:10][c:11]2[s:12][c:13]([S:16][CH2:17][C:18]([C:19](=[O:20])[OH:21])([CH3:22])[CH3:23])[cH:14][n:15]2)=[O:24])[CH:25]2[CH2:26][CH2:27][CH:28]([CH3:31])[CH2:29][CH2:30]2)[cH:32][cH:33][cH:34][cH:35]1. The product is CC1CCC(N(CCOCc2ccccc2F)C(=O)Nc2ncc(SCC(C)(C)C(=O)O)s2)CC1. Starting materials: C(C)(=O)NC=1SC(=C(C1C#N)C)C(=O)OCC (2-acetamido-3-cyano-5-ethoxycarbonyl-4-methylthiophene), C(C)(=O)OCC (ethyl acetate), BrCC(=O)OCC (ethyl bromoacetate), C([O-])([O-])=O.[K+].[K+] (potassium carbonate). Solvent: CC(=O)C (acetone). Product: C(C)OC(=O)C1=C(C2=C(NC(=C2)C(=O)OCC)S1)C (2,5-diethoxycarbonyl 3-methyl-thieno[2,3-b]pyrrole). RXN SMILES: [C:1]([NH:4][C:5]1[S:6][C:7]([C:13]([O:15][CH2:16][CH3:17])=[O:14])=[C:8]([CH3:12])[C:9]=1[C:10]#N)(=O)[CH3:2].[C:18](OCC)(=[O:20])[CH3:19].BrCC(OCC)=[O:27].C(=O)([O-])[O-].[K+].[K+]>CC(C)=O>[CH2:16]([O:15][C:13]([C:7]1[S:6][C:5]2[NH:4][C:1]([C:2]([O:20][CH2:18][CH3:19])=[O:27])=[CH:10][C:9]=2[C:8]=1[CH3:12])=[O:14])[CH3:17] |f:3.4.5|. Procedure details: 1 mole of 2-acetamido-3-cyano-5-ethoxycarbonyl-4-methylthiophene (prepared according to the method described by Gewald K. et al., Chem. Ber. (1966), 99, p. 94 and 2712, from ethyl acetate) is brought to reflux for 24 hours in 1.6 l of acetone with 187 g of ethyl bromoacetate and 250 g of potassium carbonate. Subsequently, the mixture is precipitated in 6 liters of an ice-water mixture (1:1). The whole is vigorously stirred, the resulting precipitate is filtered, dried with air, washed with 500 m... Starting materials: CSc1c(C(=O)c2cnoc2C2CC2)ccc(Cl)c1Cl, ClCCl, O=C(OO)c1cccc(Cl)c1. The product is CS(=O)c1c(C(=O)c2cnoc2C2CC2)ccc(Cl)c1Cl. As a reaction SMILES: [CH:12]1([c:15]2[c:16]([C:20]([c:21]3[c:22]([S:29][CH3:30])[c:23]([Cl:28])[c:24]([Cl:27])[cH:25][cH:26]3)=[O:31])[cH:17][n:18][o:19]2)[CH2:13][CH2:14]1.[Cl:32][CH2:33][Cl:34].[OH:1][O:2][C:3]([c:4]1[cH:5][c:6]([Cl:7])[cH:8][cH:9][cH:10]1)=[O:11]>>[O:1]=[S:29]([c:22]1[c:21]([C:20]([c:16]2[c:15]([CH:12]3[CH2:13][CH2:14]3)[o:19][n:18][cH:17]2)=[O:31])[cH:26][cH:25][c:24]([Cl:27])[c:23]1[Cl:28])[CH3:30]. The reactants are ClCCNC1=CC=C(C=C1)C(F)(F)F (N-(2-chloroethyl)-4-(trifluoromethyl)aniline), C(C)(C)(C)OC([C@@H]([C@H](C(=O)O)OC(C)=O)OC(C)=O)=O ((R,R)-2,3-bis(acetyloxy)-butanedioic acid mono tert-butyl ester), C(C(=O)Cl)(=O)Cl (oxalyl chloride), CN(C)C=O (DMF). Run in C(Cl)Cl (CH2Cl2), C(Cl)Cl (CH2Cl2), N1=CC=CC=C1 (pyridine). Run at temperature 0 celsius, time 30 minute. Yields the product C(C)(=O)O[C@@H](C(=O)OC(C)(C)C)[C@H](C(=O)N(C1=CC=C(C=C1)C(F)(F)F)CCCl)OC(C)=O (tert-butyl (2R,3R)-2,3-diacetyloxy-4-[N-(2-chloroethyl)-4-(trifluoromethyl)anilino]-4-oxobutanoate). The yield is 102.8%. Reaction SMILES: [C:1]([O:5][C:6](=[O:20])[C@H:7]([O:16][C:17](=[O:19])[CH3:18])[C@@H:8]([O:12][C:13](=[O:15])[CH3:14])[C:9]([OH:11])=O)([CH3:4])([CH3:3])[CH3:2].C(Cl)(=O)C(Cl)=O.CN(C=O)C.[Cl:32][CH2:33][CH2:34][NH:35][C:36]1[CH:41]=[CH:40][C:39]([C:42]([F:45])([F:44])[F:43])=[CH:38][CH:37]=1>C(Cl)Cl.N1C=CC=CC=1>[C:17]([O:16][C@H:7]([C@@H:8]([O:12][C:13](=[O:15])[CH3:14])[C:9]([N:35]([CH2:34][CH2:33][Cl:32])[C:36]1[CH:41]=[CH:40][C:39]([C:42]([F:44])([F:45])[F:43])=[CH:38][CH:37]=1)=[O:11])[C:6]([O:5][C:1]([CH3:2])([CH3:3])[CH3:4])=[O:20])(=[O:19])[CH3:18]. Reported procedure: To a solution of (R,R)-2,3-bis(acetyloxy)-butanedioic acid mono tert-butyl ester (3.25 g: Tetrahedron, 45, 3071-3080, 1989) in CH2Cl2 (65 mL), were added oxalyl chloride (1.06 mL) and DMF (50 microL) at 0° C. The reaction mixture was stirred at 0° C. for 30 minutes then pyridine (3.82 mL) was added into the mixture at the same temperature. The reaction mixture was stirred at the same temperature for 5 minutes. To the mixture, was added a solution of compound 54-2 (2.5 g) in CH2Cl2 (12.5 mL) at 0... Reactants: COc1ccc(S(=O)(=O)Nc2ccccc2Br)cc1, CC(=O)c1ccccc1B(O)O, COCCOC, CCO, [Cl-], [Na+], [Na+], [Na+], O=C([O-])[O-], c1ccc(P(c2ccccc2)(c2ccccc2)[Pd](P(c2ccccc2)(c2ccccc2)c2ccccc2)(P(c2ccccc2)(c2ccccc2)c2ccccc2)P(c2ccccc2)(c2ccccc2)c2ccccc2)cc1. Product: COc1ccc(S(=O)(=O)Nc2ccccc2-c2ccccc2C(C)=O)cc1. Reaction SMILES: [Br:1][c:2]1[c:3]([NH:8][S:9](=[O:10])(=[O:11])[c:12]2[cH:13][cH:14][c:15]([O:18][CH3:19])[cH:16][cH:17]2)[cH:4][cH:5][cH:6][cH:7]1.[C:20]([CH3:21])(=[O:22])[c:23]1[c:24]([B:29]([OH:30])[OH:31])[cH:25][cH:26][cH:27][cH:28]1.[CH2:40]([CH2:41][O:42][CH3:43])[O:44][CH3:45].[CH3:46][CH2:47][OH:48].[Cl-:39].[Na+:32].[Na+:33].[Na+:38].[O-:34][C:35](=[O:36])[O-:37].[cH:49]1[cH:50][cH:51][c:52]([P:53]([Pd:54]([P:55]([c:56]2[cH:57][cH:58][cH:59][cH:60][cH:61]2)([c:62]2[cH:63][cH:64][cH:65][cH:66][cH:67]2)[c:68]2[cH:69][cH:70][cH:71][cH:72][cH:73]2)([P:74]([c:75]2[cH:76][cH:77][cH:78][cH:79][cH:80]2)([c:81]2[cH:82][cH:83][cH:84][cH:85][cH:86]2)[c:87]2[cH:88][cH:89][cH:90][cH:91][cH:92]2)[P:93]([c:94]2[cH:95][cH:96][cH:97][cH:98][cH:99]2)([c:100]2[cH:101][cH:102][cH:103][cH:104][cH:105]2)[c:106]2[cH:107][cH:108][cH:109][cH:110][cH:111]2)([c:112]2[cH:113][cH:114][cH:115][cH:116][cH:117]2)[c:118]2[cH:119][cH:120][cH:121][cH:122][cH:123]2)[cH:124][cH:125]1>>[c:2]1(-[c:24]2[c:23]([C:20]([CH3:21])=[O:22])[cH:28][cH:27][cH:26][cH:25]2)[c:3]([NH:8][S:9](=[O:10])(=[O:11])[c:12]2[cH:13][cH:14][c:15]([O:18][CH3:19])[cH:16][cH:17]2)[cH:4][cH:5][cH:6][cH:7]1. Reactants: CO, CC(C)(C)OC(=O)N1CCCCC1C1(O)CN(C(=O)OCc2ccccc2)C1. The product is CC(C)(C)OC(=O)N1CCCCC1C1(O)CNC1. Reaction SMILES: [CH3:29][OH:30].[OH:1][C:2]1([CH:16]2[N:17]([C:22](=[O:23])[O:24][C:25]([CH3:26])([CH3:27])[CH3:28])[CH2:18][CH2:19][CH2:20][CH2:21]2)[CH2:3][N:4]([C:6]([O:7][CH2:8][c:9]2[cH:10][cH:11][cH:12][cH:13][cH:14]2)=[O:15])[CH2:5]1>>[OH:1][C:2]1([CH:16]2[N:17]([C:22](=[O:23])[O:24][C:25]([CH3:26])([CH3:27])[CH3:28])[CH2:18][CH2:19][CH2:20][CH2:21]2)[CH2:3][NH:4][CH2:5]1. Starting materials: NCC(=O)O (glycine), C(CC)C(C(=O)Cl)CCC (2-n-propyl-n-pentanoyl chloride), [OH-].[Na+] (sodium hydroxide). The solvent is O (water). Run at time 3 hour. Product: C(CC)C(C(=O)NCC(=O)O)CCC (N-(2-n-propyl-n-pentanoyl)glycine). The yield is 58.7%. As a reaction SMILES: [NH2:1][CH2:2][C:3]([OH:5])=[O:4].[CH2:6]([CH:9]([CH2:13][CH2:14][CH3:15])[C:10](Cl)=[O:11])[CH2:7][CH3:8].[OH-].[Na+]>O>[CH2:6]([CH:9]([CH2:13][CH2:14][CH3:15])[C:10]([NH:1][CH2:2][C:3]([OH:5])=[O:4])=[O:11])[CH2:7][CH3:8] |f:2.3|. Reported procedure: In 63 ml of water was dissolved 6.93 g of glycine, and under ice-cooling, 15 g of 2-n-propyl-n-pentanoyl chloride and 13 ml of a 36% sodium hydroxide solution were alternately added dropwise. After completion of the dropwise addition, the mixture was stirred at room temperature for 3 hours to conduct the reaction, adjusted a pH thereof to about 2 with a 1 N hydrochloric acid, and precipitated crystals were collected by filtration. The crystals were dissolved in ethyl acetate, washed with a satur... The reactants are C(C)OC1=CC(=C(C=C1)C=1NC2=C(C=NC=C2)N1)OC (2-(4-Ethoxy-2-methoxyphenyl)imidazo(4,5-c)pyridine), C(\C=C\C(=O)[O-])(=O)[O-] (fumarate). Yields the product C(C)OC1=CC(=C(C=C1)C=1NC2=C(C=NC=C2)N1)O (2-(4-Ethoxy-2-hydroxyphenyl)imidazo(4,5-c)pyridine). Reaction SMILES: [CH2:1]([O:3][C:4]1[CH:9]=[CH:8][C:7]([C:10]2[NH:11][C:12]3[CH:17]=[CH:16][N:15]=[CH:14][C:13]=3[N:18]=2)=[C:6]([O:19]C)[CH:5]=1)[CH3:2].C([O-])(=O)/C=C/C([O-])=O>>[CH2:1]([O:3][C:4]1[CH:9]=[CH:8][C:7]([C:10]2[NH:11][C:12]3[CH:17]=[CH:16][N:15]=[CH:14][C:13]=3[N:18]=2)=[C:6]([OH:19])[CH:5]=1)[CH3:2]. Procedure: 2-(4-Ethoxy-2-methoxyphenyl)imidazo(4,5-c)pyridine, fumarate, m.p. 213°.